From a dataset of the Open Reaction Database (ORD), a public repository of structured organic reaction records. describe an organic reaction: reactants, conditions, products, and yield The reactants are CC(=O)Nc1ccc(C)c(NC(=O)C(F)(F)F)c1, CO, [Na+], [Na+], O=C([O-])[O-], O. The product is CC(=O)Nc1ccc(C)c(N)c1. As a reaction SMILES: [C:1]([CH3:2])(=[O:3])[NH:4][c:5]1[cH:6][cH:7][c:8]([CH3:18])[c:9]([NH:11][C:12](=[O:13])[C:14]([F:15])([F:16])[F:17])[cH:10]1.[CH3:26][OH:27].[Na+:19].[Na+:20].[O-:21][C:22](=[O:23])[O-:24].[OH2:25]>>[C:1]([CH3:2])(=[O:3])[NH:4][c:5]1[cH:6][cH:7][c:8]([CH3:18])[c:9]([NH2:11])[cH:10]1. Starting materials: IC1=C(C=O)C=C(C(=C1)OC)OC(C)C (2-Iodo-5-isopropoxy-4-methoxybenzaldehyde), [NH4+].[Cl-] (NH4Cl), Mg, IC (iodomethane). The solvent is CCOCC (Et2O), CCOCC (Et2O), CCOCC (Et2O), CCOCC (Et2O). Reaction conditions: temperature 0 celsius, time 1 hour. Yields the product IC1=C(C=C(C(=C1)OC)OC(C)C)C(C)O (1-(2-Iodo-5-isopropoxy-4-methoxyphenyl)ethanol). The yield is 100.1%. Reaction SMILES: I[CH3:2].[I:3][C:4]1[CH:11]=[C:10]([O:12][CH3:13])[C:9]([O:14][CH:15]([CH3:17])[CH3:16])=[CH:8][C:5]=1[CH:6]=[O:7].[NH4+].[Cl-]>CCOCC>[I:3][C:4]1[CH:11]=[C:10]([O:12][CH3:13])[C:9]([O:14][CH:15]([CH3:17])[CH3:16])=[CH:8][C:5]=1[CH:6]([OH:7])[CH3:2] |f:2.3|. Procedure: A mixture of Mg turnings (195 mg, 8.02 g·atom) in dry Et2O (3.0 mL) was stirred at 0° C. under a nitrogen atmosphere then treated, dropwise, with a solution of iodomethane (0.58 mL, 9.31 mmol) in dry Et2O (7.5 mL). After 0.5 h a solution of aldehyde 5 (1.00 g, 3.12 mmol) in dry Et2O (7.5 mL) was added, dropwise, and the ensuing mixture then allowed to warm to 18° C. Stirring was continued at this temperature for a further 1 h then the reaction mixture was treated with NH4Cl (5 mL of a 20% w/v aq... The reactants are C1(CCCC1)OC=1C=C(C=CC1OC)C1=NNC([C@H]2CCCC[C@@H]12)=O ((cis)-4-(3-Cyclopentyloxy-4-methoxyphenyl)-4a,5,6,7,8,8a-hexahydro-2H-phthalazin-1-one), ClCC1=CC=C(C(=O)O)C=C1 (4-chloromethylbenzoic acid), COC=1C=C(C=CC1OC)C1=NN(C([C@H]2CCCC[C@@H]12)=O)CC1=CC=C(C(=O)O)C=C1 ((cis)-4-(4-(3,4-Dimethoxyphenyl)-1-oxo-4a,5,6,7,8,8a-hexahydro-1H-phthalazin-2-ylmethyl)-benzoic acid). Yields the product C1(CCCC1)OC=1C=C(C=CC1OC)C1=NN(C([C@H]2CCCC[C@@H]12)=O)CC1=CC=C(C(=O)O)C=C1 ((cis)-4-(4-(3-Cyclopentyloxy-4-methoxyphenyl)-1-oxo-4a,5,6,7,8,8a-hexahydro-1H-phthalazin-2-ylmethyl)benzoic acid). Reaction SMILES: [CH:1]1([O:6][C:7]2[CH:8]=[C:9]([C:15]3[C@H:24]4[C@H:19]([CH2:20][CH2:21][CH2:22][CH2:23]4)[C:18](=[O:25])[NH:17][N:16]=3)[CH:10]=[CH:11][C:12]=2[O:13][CH3:14])[CH2:5][CH2:4][CH2:3][CH2:2]1.Cl[CH2:27][C:28]1[CH:36]=[CH:35][C:31]([C:32]([OH:34])=[O:33])=[CH:30][CH:29]=1.COC1C=C(C2[C@H]3[C@H](CCCC3)C(=O)N(CC3C=CC(C(O)=O)=CC=3)N=2)C=CC=1OC>>[CH:1]1([O:6][C:7]2[CH:8]=[C:9]([C:15]3[C@H:24]4[C@H:19]([CH2:20][CH2:21][CH2:22][CH2:23]4)[C:18](=[O:25])[N:17]([CH2:27][C:28]4[CH:36]=[CH:35][C:31]([C:32]([OH:34])=[O:33])=[CH:30][CH:29]=4)[N:16]=3)[CH:10]=[CH:11][C:12]=2[O:13][CH3:14])[CH2:2][CH2:3][CH2:4][CH2:5]1. Procedure details: Prepared from compound 4 and 4-chloromethylbenzoic acid as described for compound 83. Crystallized from ethyl acetate. M.p. 189°-190° C. Reactants: O[C@H]1C[C@@]2(C(=CC([C@H]([C@@]1(CCC=C(C)C)C)C2=O)=O)OC)CC=C(C)C ((1S,5R,7S,8S)-7-Hydroxy-4-methoxy-8-methyl-5-(3-methylbut-2-en-1-yl)-8-(4-methylpent-3-en-1-yl)bicyclo[3.3.1]non-3-ene-2,9-dione), [OH-].[Li+] (lithium hydroxide). Product: OC1=CC([C@@H]2[C@@]([C@H](C[C@]1(C2=O)CC=C(C)C)O)(CCC=C(C)C)C)=O ((1S,5R,7S,8S)-4,7-Dihydroxy-8-methyl-5-(3-methylbut-2-en-1-yl)-8-(4-methylpent-3-en-1-yl)bicyclo[3.3.1]non-3-ene-2,9-dione). Yield: 98.0%. RXN SMILES: [OH:1][C@@H:2]1[C@@:9]([CH3:16])([CH2:10][CH2:11][CH:12]=[C:13]([CH3:15])[CH3:14])[C@@H:8]2[C:17](=[O:18])[C@@:4]([CH2:22][CH:23]=[C:24]([CH3:26])[CH3:25])([C:5]([O:20]C)=[CH:6][C:7]2=[O:19])[CH2:3]1.[OH-].[Li+]>>[OH:20][C:5]1[C@:4]2([CH2:22][CH:23]=[C:24]([CH3:25])[CH3:26])[C:17](=[O:18])[C@@H:8]([C@:9]([CH3:16])([CH2:10][CH2:11][CH:12]=[C:13]([CH3:15])[CH3:14])[C@@H:2]([OH:1])[CH2:3]2)[C:7](=[O:19])[CH:6]=1 |f:1.2|. Procedure details: Prepared according to representative procedure on a scale of 0.037 mmol of 20 (13.2 mg) and 0.421 mmol of lithium hydroxide (10.1 mg). The crude material was filtered through silica gel using 10:1 dichloromethane:methanol as the eluent to give 53 as a white solid in a 98% yield (12.4 mg). 1H NMR (500 MHz, CDCl3) δ ppm 5.68 (s, 1H), 5.07 (t, J=7.0 Hz, 1H), 4.99 (t, J=6.3 Hz, 1H), 3.78 (dd, J=5.3, 11.8 Hz, 1H), 3.19 (s, 1H), 2.44 (ddd, J=7.3, 14.7, 39.0 Hz, 2H), 2.29-2.16 (m, 1H), 2.05-1.92 (m, 2H... The reactants are ClC=1C=C(CNC(=S)OC[C@H]2[C@@H]([C@@H](C[C@@H]2OC2OCCCC2)OC2OCCCC2)C\C=C/CCCC(=O)O)C=CC1 ((Z)-7-[(1S,2R,3S,5R)-2-(3-Chlorobenzylthiocarbamoyloxymethyl)-3,5-bis-(tetrahydropyran-2-yloxy)cyclopentyl]hept-5-enoic acid), N (ammonia). The product is C(N)(=O)CCC\C=C/C[C@@H]1[C@H]([C@@H](C[C@@H]1O)O)COC(NCC1=CC(=CC=C1)Cl)=S ((3-Chlorobenzyl)thiocarbamic acid O-[(1S,2R,3S,5R)-2-((Z)-6-carbamoylhex-2-enyl)-3,5-dihydroxycyclopentylmethyl] ester). RXN SMILES: [Cl:1][C:2]1[CH:3]=[C:4]([CH:39]=[CH:40][CH:41]=1)[CH2:5][NH:6][C:7]([O:9][CH2:10][C@@H:11]1[C@@H:15]([O:16]C2CCCCO2)[CH2:14][C@@H:13]([O:23]C2CCCCO2)[C@H:12]1[CH2:30]/[CH:31]=[CH:32]\[CH2:33][CH2:34][CH2:35][C:36](O)=[O:37])=[S:8].[NH3:42]>>[C:36]([CH2:35][CH2:34][CH2:33]/[CH:32]=[CH:31]\[CH2:30][C@H:12]1[C@@H:13]([OH:23])[CH2:14][C@@H:15]([OH:16])[C@@H:11]1[CH2:10][O:9][C:7](=[S:8])[NH:6][CH2:5][C:4]1[CH:39]=[CH:40][CH:41]=[C:2]([Cl:1])[CH:3]=1)(=[O:37])[NH2:42]. Reported procedure: According to the procedures described above in Examples 17 and 18 acid 7 was converted with use of ammonia to 10 mg of the above titled compound. The reactants are Cl.O1CCOCC1 (hydrochloric acid dioxane), COC1=CC=C(CCN(C)CCN2C3=C(OCC4=C2C=CC=C4)C=CC=C3)C=C1 (5,11-dihydro-5-[2-[N-(4-methoxyphenethyl)-N-methylamino]ethyl]dibenzo[b,e][1,4]oxazepine). Run in ClCCl (dichloromethane). Reaction conditions: time 1 hour. The product is Cl.COC1=CC=C(CCN(C)CCN2C3=C(OCC4=C2C=CC=C4)C=CC=C3)C=C1 (5,11-Dihydro-5-[2-[N-(4-methoxyphenethyl)-N-methylamino]ethyl]dibenzo[b,e][1,4]oxazepine Hydrochloride), solid. Isolated yield 84.0%. RXN SMILES: [ClH:1].O1CCOCC1.[CH3:8][O:9][C:10]1[CH:36]=[CH:35][C:13]([CH2:14][CH2:15][N:16]([CH2:18][CH2:19][N:20]2[C:26]3[CH:27]=[CH:28][CH:29]=[CH:30][C:25]=3[CH2:24][O:23][C:22]3[CH:31]=[CH:32][CH:33]=[CH:34][C:21]2=3)[CH3:17])=[CH:12][CH:11]=1>ClCCl>[ClH:1].[CH3:8][O:9][C:10]1[CH:11]=[CH:12][C:13]([CH2:14][CH2:15][N:16]([CH2:18][CH2:19][N:20]2[C:26]3[CH:27]=[CH:28][CH:29]=[CH:30][C:25]=3[CH2:24][O:23][C:22]3[CH:31]=[CH:32][CH:33]=[CH:34][C:21]2=3)[CH3:17])=[CH:35][CH:36]=1 |f:0.1,4.5|. Procedure details: 3 ml of 4 M hydrochloric acid/dioxane was added to a solution of 5,11-dihydro-5-[2-[N-(4-methoxyphenethyl)-N-methylamino]ethyl]dibenzo[b,e][1,4]oxazepine (423 mg, 1.09 mmol) in dichloromethane (10 ml), and they were stirred for 1 hour. The solvent was evaporated under reduced pressure. The residue was recrystallized from a solvent mixture of ethyl acetate and hexane to obtain the title compound in the form of a white solid (389 mg, 84%). Reactants: ClC1=C(CN2C3=C(NCC2)N=CC(=C3)I)C(=CC=C1)Cl (1-(2,6-Dichlorobenzyl)-7-iodo-1,2,3,4-tetrahydropyrido[2,3-b]pyrazine), N1(CCCC1)C1CCN(CC1)C(=O)C1=CC=C(C=C1)B1OC(C(O1)(C)C)(C)C ((4-(pyrrolidin-1-yl)piperidin-1-yl)-[4-(4,4,5,5-tetramethyl-[1,3,2]dioxaborolan-2-yl)phenyl]methanone). Product: ClC1=C(CN2C3=C(NCC2)N=CC(=C3)C3=CC=C(C=C3)C(=O)N3CCC(CC3)N3CCCC3)C(=CC=C1)Cl ({4-[1-(2,6-Dichlorobenzyl)-1,2,3,4-tetrahydropyrido[2,3-b]pyrazin-7-yl]phenyl}-(4-(pyrrolidin-1-yl)piperidin-1-yl)methanone). Isolated yield 10.0%. Reaction SMILES: [Cl:1][C:2]1[CH:19]=[CH:18][CH:17]=[C:16]([Cl:20])[C:3]=1[CH2:4][N:5]1[CH2:10][CH2:9][NH:8][C:7]2[N:11]=[CH:12][C:13](I)=[CH:14][C:6]1=2.[N:21]1([CH:26]2[CH2:31][CH2:30][N:29]([C:32]([C:34]3[CH:39]=[CH:38][C:37](B4OC(C)(C)C(C)(C)O4)=[CH:36][CH:35]=3)=[O:33])[CH2:28][CH2:27]2)[CH2:25][CH2:24][CH2:23][CH2:22]1>>[Cl:1][C:2]1[CH:19]=[CH:18][CH:17]=[C:16]([Cl:20])[C:3]=1[CH2:4][N:5]1[CH2:10][CH2:9][NH:8][C:7]2[N:11]=[CH:12][C:13]([C:37]3[CH:38]=[CH:39][C:34]([C:32]([N:29]4[CH2:28][CH2:27][CH:26]([N:21]5[CH2:22][CH2:23][CH2:24][CH2:25]5)[CH2:31][CH2:30]4)=[O:33])=[CH:35][CH:36]=3)=[CH:14][C:6]1=2. Procedure details: 1-(2,6-Dichlorobenzyl)-7-iodo-1,2,3,4-tetrahydropyrido[2,3-b]pyrazine (56 mg) was reacted with (4-(pyrrolidin-1-yl)piperidin-1-yl)-[4-(4,4,5,5-tetramethyl-[1,3,2]dioxaborolan-2-yl)phenyl]methanone as in General Procedure 4B to give the title compound as a yellow solid (10% yield). LCMS: m/z=470.05 (M+H+), 1H-NMR (CDCl3, 400 MHz) δ 1.56 (3H, m), 1.90 (11H, m), 2.17 (1H, s), 2.28 (1H, m), 2.59 (5H, m), 2.98 (3H, m), 3.14 (2H, t, J=4.7 Hz), 3.50 (2H, m), 3.85 (1H, bs), 4.61 (3H, s), 4.92 (1H, bs), ...